From a dataset of the Open Reaction Database (ORD), a public repository of structured organic reaction records. describe an organic reaction: reactants, conditions, products, and yield Starting materials: O=C([O-])[O-], CCI, CN(C)C=O, [K+], [K+], O, O=c1oc2cc(O)ccc2s1. Product: CCOc1ccc2sc(=O)oc2c1. RXN SMILES: [C:1](=[O:2])([O-:3])[O-:4].[CH2:7]([CH3:8])[I:9].[CH3:22][N:23]([CH3:24])[CH:25]=[O:26].[K+:5].[K+:6].[OH2:21].[OH:10][c:11]1[cH:12][cH:13][c:14]2[s:15][c:16](=[O:17])[o:18][c:19]2[cH:20]1>>[CH2:7]([CH3:8])[O:10][c:11]1[cH:12][cH:13][c:14]2[s:15][c:16](=[O:17])[o:18][c:19]2[cH:20]1. The product is CC(C)(C)OC(=O)N1CCC(Oc2ncccc2N2CCOCC2)CC1. RXN SMILES: [Br:1][c:2]1[c:3]([O:8][CH:9]2[CH2:10][CH2:11][N:12]([C:15](=[O:16])[O:17][C:18]([CH3:19])([CH3:20])[CH3:21])[CH2:13][CH2:14]2)[n:4][cH:5][cH:6][cH:7]1.[CH2:22]1[CH2:23][O:24][CH2:25][CH2:26][NH:27]1.[CH3:74][C:75]([CH3:76])([O-:77])[CH3:78].[Na+:79].[O:100]=[C:101]([CH:102]=[CH:103][c:104]1[cH:105][cH:106][cH:107][cH:108][cH:109]1)[CH:110]=[CH:111][c:112]1[cH:113][cH:114][cH:115][cH:116][cH:117]1.[O:118]=[C:119]([CH:120]=[CH:121][c:122]1[cH:123][cH:124][cH:125][cH:126][cH:127]1)[CH:128]=[CH:129][c:130]1[cH:131][cH:132][cH:133][cH:134][cH:135]1.[O:82]=[C:83]([CH:84]=[CH:85][c:86]1[cH:87][cH:88][cH:89][cH:90][cH:91]1)[CH:92]=[CH:93][c:94]1[cH:95][cH:96][cH:97][cH:98][cH:99]1.[Pd:80].[Pd:81].[c:28]1([P:29]([c:30]2[cH:31][cH:32][cH:33][cH:34][cH:35]2)[c:36]2[cH:37][cH:38][c:39]3[c:40]([cH:41][cH:42][cH:43][cH:44]3)[c:45]2-[c:46]2[c:47]3[c:48]([cH:49][cH:50][cH:51][cH:52]3)[cH:53][cH:54][c:55]2[P:56]([c:57]2[cH:58][cH:59][cH:60][cH:61][cH:62]2)[c:63]2[cH:64][cH:65][cH:66][cH:67][cH:68]2)[cH:69][cH:70][cH:71][cH:72][cH:73]1>>[c:2]1([N:27]2[CH2:22][CH2:23][O:24][CH2:25][CH2:26]2)[c:3]([O:8][CH:9]2[CH2:10][CH2:11][N:12]([C:15](=[O:16])[O:17][C:18]([CH3:19])([CH3:20])[CH3:21])[CH2:13][CH2:14]2)[n:4][cH:5][cH:6][cH:7]1. Reactants: CC(C)(C)OC(=O)N1CCC(Oc2ncccc2Br)CC1, C1COCCN1, CC(C)(C)[O-], [Na+], O=C(C=Cc1ccccc1)C=Cc1ccccc1, O=C(C=Cc1ccccc1)C=Cc1ccccc1, O=C(C=Cc1ccccc1)C=Cc1ccccc1, [Pd], [Pd], c1ccc(P(c2ccccc2)c2ccc3ccccc3c2-c2c(P(c3ccccc3)c3ccccc3)ccc3ccccc23)cc1. Reactants: NC=1C=C(C=NC1)C(=O)C1=CN(C=2N=CN=CC21)C(C)C ((5-Amino-pyridin-3-yl)-(7-isopropyl-7H-pyrrolo[2,3-d]pyrimidin-5-yl)-methanone), C1(CC1)N1N=C(C(=C1)CC(=O)O)C(F)(F)F ((1-Cyclopropyl-3-trifluoromethyl-1H-pyrazol-4-yl)-acetic acid), TEA, CCCP(=O)(O)O (1-propylphosphonic acid cyclic anhydride). Solvent: C1CCOC1 (THF). Reaction conditions: time 18 hour. The product is C1(CC1)N1N=C(C(=C1)CC(=O)NC=1C=NC=C(C1)C(=O)C1=CN(C=2N=CN=CC21)C(C)C)C(F)(F)F (2-(1-Cyclopropyl-3-trifluoromethyl-1H-pyrazol-4-yl)-N-[5-(7-isopropyl-7H-pyrrolo[2,3-d]pyrimidine-5-carbonyl)-pyridin-3-yl]-acetamide). Isolated yield 77.0%. As a reaction SMILES: [NH2:1][C:2]1[CH:3]=[C:4]([C:8]([C:10]2[C:18]3[CH:17]=[N:16][CH:15]=[N:14][C:13]=3[N:12]([CH:19]([CH3:21])[CH3:20])[CH:11]=2)=[O:9])[CH:5]=[N:6][CH:7]=1.[CH:22]1([N:25]2[CH:29]=[C:28]([CH2:30][C:31](O)=[O:32])[C:27]([C:34]([F:37])([F:36])[F:35])=[N:26]2)[CH2:24][CH2:23]1.CCCP(O)(O)=O>C1COCC1>[CH:22]1([N:25]2[CH:29]=[C:28]([CH2:30][C:31]([NH:1][C:2]3[CH:7]=[N:6][CH:5]=[C:4]([C:8]([C:10]4[C:18]5[CH:17]=[N:16][CH:15]=[N:14][C:13]=5[N:12]([CH:19]([CH3:21])[CH3:20])[CH:11]=4)=[O:9])[CH:3]=3)=[O:32])[C:27]([C:34]([F:37])([F:36])[F:35])=[N:26]2)[CH2:24][CH2:23]1. Procedure: To a solution of (5-Amino-pyridin-3-yl)-(7-isopropyl-7H-pyrrolo[2,3-d]pyrimidin-5-yl)-methanone (Preparation 95, 50 mg, 0.17 mmol), (1-Cyclopropyl-3-trifluoromethyl-1H-pyrazol-4-yl)-acetic acid (Preparation 148, 47.1 mg, 0.21 mmol) and TEA (0.08 mL, 0.62 mmol) in THF (1 mL), 1-propylphosphonic acid cyclic anhydride (50% solution in EtOAc, 0.26 mL, 0.44 mmol) was added and the mixture was stirred at room temperature for 18 hours. The reaction mixture was evaporated under reduced pressure and the ... Reactants: C(#N)CC1(CN(C1)C1=CC=C(C(=O)OC)C=C1)N1N=CC(=C1)C=1C2=C(N=CN1)N(C=C2)COCC[Si](C)(C)C (methyl 4-{3-(cyanomethyl)-3-[4-(7-{[2-(trimethylsilyl)-ethoxy]methyl}-7H-pyrrolo[2,3-d]pyrimidin-4-yl)-1H-pyrazol-1-yl]azetidin-1-yl}benzoate), [OH-].[Li+] (lithium hydroxide). The solvent is O1CCCC1 (tetrahydrofuran), O (water). Run at temperature 35 celsius, time 46 hour. The product is C(#N)CC1(CN(C1)C1=CC=C(C(=O)O)C=C1)N1N=CC(=C1)C=1C2=C(N=CN1)N(C=C2)COCC[Si](C)(C)C (4-{3-(cyanomethyl)-3-[4-(7-{[2-(trimethylsilyl)ethoxy]methyl}-7H-pyrrolo[2,3-d]pyrimidin-4-yl)-1H-pyrazol-1-yl]azetidin-1-yl}benzoic acid). RXN SMILES: [C:1]([CH2:3][C:4]1([N:18]2[CH:22]=[C:21]([C:23]3[C:24]4[CH:31]=[CH:30][N:29]([CH2:32][O:33][CH2:34][CH2:35][Si:36]([CH3:39])([CH3:38])[CH3:37])[C:25]=4[N:26]=[CH:27][N:28]=3)[CH:20]=[N:19]2)[CH2:7][N:6]([C:8]2[CH:17]=[CH:16][C:11]([C:12]([O:14]C)=[O:13])=[CH:10][CH:9]=2)[CH2:5]1)#[N:2].[OH-].[Li+]>O1CCCC1.O>[C:1]([CH2:3][C:4]1([N:18]2[CH:22]=[C:21]([C:23]3[C:24]4[CH:31]=[CH:30][N:29]([CH2:32][O:33][CH2:34][CH2:35][Si:36]([CH3:37])([CH3:39])[CH3:38])[C:25]=4[N:26]=[CH:27][N:28]=3)[CH:20]=[N:19]2)[CH2:5][N:6]([C:8]2[CH:9]=[CH:10][C:11]([C:12]([OH:14])=[O:13])=[CH:16][CH:17]=2)[CH2:7]1)#[N:2] |f:1.2|. Procedure: To a solution of methyl 4-{3-(cyanomethyl)-3-[4-(7-{[2-(trimethylsilyl)-ethoxy]methyl}-7H-pyrrolo[2,3-d]pyrimidin-4-yl)-1H-pyrazol-1-yl]azetidin-1-yl}benzoate (0.9 g, 2 mmol) in tetrahydrofuran (8 mL) was added a solution of lithium hydroxide (0.16 g, 6.7 mmol) in water (7.4 mL). The reaction mixture was then stirred at 35° C. The progress of reaction was monitored by LC/MS. After 46 hours, LC/MS data indicated that the main component of the reaction was the desired product LCMS m/z=530.2. The r... Reactants: ClC=1N(C=C(N1)[N+](=O)[O-])CC1(OC1)C (2-chloro-1-(2-methyloxiran-2-ylmethyl)-4-nitroimidazole), N1CCC(CC1)NC1=CC=C(C=C1)OC(F)(F)F (N-(piperidin-4-yl)-4-trifluoromethoxyaniline), O (water). Solvent: CN(C)C=O (DMF). Product: ClC=1N(C=C(N1)[N+](=O)[O-])CC(CN1CCC(CC1)NC1=CC=C(C=C1)OC(F)(F)F)(O)C (1-(2-chloro-4-nitroimidazol-1-yl)-2-methyl-3-[4-(4-trifluoromethoxyphenylamino)piperidin-1-yl]propan-2-ol). Yield: 56.1%. RXN SMILES: [Cl:1][C:2]1[N:3]([CH2:10][C:11]2([CH3:14])[CH2:13][O:12]2)[CH:4]=[C:5]([N+:7]([O-:9])=[O:8])[N:6]=1.[NH:15]1[CH2:20][CH2:19][CH:18]([NH:21][C:22]2[CH:27]=[CH:26][C:25]([O:28][C:29]([F:32])([F:31])[F:30])=[CH:24][CH:23]=2)[CH2:17][CH2:16]1.O>CN(C=O)C>[Cl:1][C:2]1[N:3]([CH2:10][C:11]([CH3:14])([OH:12])[CH2:13][N:15]2[CH2:20][CH2:19][CH:18]([NH:21][C:22]3[CH:23]=[CH:24][C:25]([O:28][C:29]([F:30])([F:31])[F:32])=[CH:26][CH:27]=3)[CH2:17][CH2:16]2)[CH:4]=[C:5]([N+:7]([O-:9])=[O:8])[N:6]=1. Procedure: A solution of 2-chloro-1-(2-methyloxiran-2-ylmethyl)-4-nitroimidazole prepared in Example 6 (0.3 g, 1.38 mmol) and N-(piperidin-4-yl)-4-trifluoromethoxyaniline (0.43 g, 1.66 mmol) in DMF (8 ml) was stirred at 80° C. for 2 hours. To the reaction mixture, water was added, and the solution was extracted with ethyl acetate, dried over magnesium sulfate and then concentrated under reduced pressure. The residue was purified by silica gel column chromatography (n-hexane/ethyl acetate=1/1) to afford 1-(... Starting materials: O=C([O-])[O-], COc1ccc(Cn2nc(C)c3c(O)ccnc32)cc1, [Cs+], [Cs+], O=[N+]([O-])c1ccc(F)cc1, O. Yields the product COc1ccc(Cn2nc(C)c3c(Oc4ccc([N+](=O)[O-])cc4)ccnc32)cc1. RXN SMILES: [C:31](=[O:32])([O-:33])[O-:34].[CH3:1][O:2][c:3]1[cH:4][cH:5][c:6]([CH2:7][n:8]2[n:9][c:10]([CH3:18])[c:11]3[c:12]2[n:13][cH:14][cH:15][c:16]3[OH:17])[cH:19][cH:20]1.[Cs+:35].[Cs+:36].[F:21][c:22]1[cH:23][cH:24][c:25]([N+:28](=[O:29])[O-:30])[cH:26][cH:27]1.[OH2:37]>>[CH3:1][O:2][c:3]1[cH:4][cH:5][c:6]([CH2:7][n:8]2[n:9][c:10]([CH3:18])[c:11]3[c:12]2[n:13][cH:14][cH:15][c:16]3[O:17][c:22]2[cH:23][cH:24][c:25]([N+:28](=[O:29])[O-:30])[cH:26][cH:27]2)[cH:19][cH:20]1. The reactants are N[C@@H](CC1=CC(=C(C=C1)O)C(C)(C)C)C(=O)OC (Tyr(3-tBu)-OMe), C([O-])([O-])=O.[Na+].[Na+] (sodium carbonate), C(OCC)(=O)Cl (ethyl chlorocarbonate), residue, [H-].[Al+3].[Li+].[H-].[H-].[H-] (lithium aluminum hydride), ice water. Solvent: O1CCOCC1.O (1,4-dioxane water), O (water), C1CCOC1 (THF). Conditions: time 2 hour. Product: C(C)(C)(C)C=1C=C(C=CC1O)CC(CO)NC (3-(3-tert-butyl-4-hydroxyphenyl)-2-methylaminopropanol). Yield: 67.3%. As a reaction SMILES: [NH2:1][C@H:2]([C:15]([O:17]C)=O)[CH2:3][C:4]1[CH:9]=[CH:8][C:7]([OH:10])=[C:6]([C:11]([CH3:14])([CH3:13])[CH3:12])[CH:5]=1.[C:19](=O)([O-])[O-].[Na+].[Na+].C(Cl)(=O)OCC.[H-].[Al+3].[Li+].[H-].[H-].[H-]>O1CCOCC1.O.C1COCC1.O>[C:11]([C:6]1[CH:5]=[C:4]([CH2:3][CH:2]([NH:1][CH3:19])[CH2:15][OH:17])[CH:9]=[CH:8][C:7]=1[OH:10])([CH3:14])([CH3:13])[CH3:12] |f:1.2.3,5.6.7.8.9.10,11.12|. Procedure: To a solution of Tyr(3-tBu)-OMe (3.0 g, 11.9 mmol) in 1,4-dioxane/water (12 ml/12 ml), sodium carbonate (1.9 g, 17.9 mmol) and then ethyl chlorocarbonate (1.26 ml, 13.1 mmol) were added under cooling with ice and stirred for 2 hours. The reaction mixture was mixed with water, extracted with chloroform, dried over anhydrous magnesium sulfate and evaporated to remove the solvent under reduced pressure. To a solution of the thus obtained residue (3.85 g) in THF (120 ml), lithium aluminum hydride (2...